This data is from the Open Reaction Database (ORD), a public repository of structured organic reaction records. The task is: describe an organic reaction: reactants, conditions, products, and yield The reactants are COC([C@H](CNCC1=CC=C(C=C1)C1=CC=CC=C1)NC(=O)C1=CC=C(C=C1)C1=CC=C(C=C1)C(F)(F)F)=O (3-[(Biphenyl-4-ylmethyl)-amino]-(2S)-[(4′-trifluoromethyl-biphenyl-4-carbonyl)amino]-propionic acid methyl ester), C=O (formaldehyde), C(C)(=O)O[BH-](OC(C)=O)OC(C)=O.[Na+] (sodium triacetoxyborohydride). Product: COC([C@H](CN(C)CC1=CC=C(C=C1)C1=CC=CC=C1)NC(=O)C1=CC=C(C=C1)C1=CC=C(C=C1)C(F)(F)F)=O (3-(Biphenyl-4-ylmethyl-methyl-amino)-(2S)-[(4′-trifluoromethyl-biphenyl-4-carbonyl)-amino]-propionic acid methyl ester). As a reaction SMILES: [CH3:1][O:2][C:3](=[O:39])[C@@H:4]([NH:20][C:21]([C:23]1[CH:28]=[CH:27][C:26]([C:29]2[CH:34]=[CH:33][C:32]([C:35]([F:38])([F:37])[F:36])=[CH:31][CH:30]=2)=[CH:25][CH:24]=1)=[O:22])[CH2:5][NH:6][CH2:7][C:8]1[CH:13]=[CH:12][C:11]([C:14]2[CH:19]=[CH:18][CH:17]=[CH:16][CH:15]=2)=[CH:10][CH:9]=1.C=O.[C:42](O[BH-](OC(=O)C)OC(=O)C)(=O)C.[Na+]>>[CH3:1][O:2][C:3](=[O:39])[C@@H:4]([NH:20][C:21]([C:23]1[CH:28]=[CH:27][C:26]([C:29]2[CH:30]=[CH:31][C:32]([C:35]([F:37])([F:36])[F:38])=[CH:33][CH:34]=2)=[CH:25][CH:24]=1)=[O:22])[CH2:5][N:6]([CH2:7][C:8]1[CH:9]=[CH:10][C:11]([C:14]2[CH:19]=[CH:18][CH:17]=[CH:16][CH:15]=2)=[CH:12][CH:13]=1)[CH3:42] |f:2.3|. Reported procedure: 3-[(Biphenyl-4-ylmethyl)-amino]-(2S)-[(4′-trifluoromethyl-biphenyl-4-carbonyl)amino]-propionic acid methyl ester (0.050 g, 0.093 mmol) prepared as per the above listed example 656 was subjected to reductive amination as per procedure E with formaldehyde (0.010 ml, 0.093 mmol) and sodium triacetoxyborohydride (0.039 gms, 0.186 mmol) to yield the corresponding 3-(Biphenyl-4-ylmethyl-methyl-amino)-(2S)-[(4′-trifluoromethyl-biphenyl-4-carbonyl)-amino]-propionic acid methyl ester which was then hydro... The reactants are CCCc1c(Cc2ccc(-c3ccccc3C#N)cc2F)c(=O)n(C2CCC(OCC3(C(C)=O)CCC3)CC2)c2ncnn12, O=C([O-])O, ClC(Cl)Cl, O=C(OC(=O)C(F)(F)F)C(F)(F)F, [Na+], [Na+], [Na+], O, OO, O=S([O-])([O-])=S. Product: CCCc1c(Cc2ccc(-c3ccccc3C#N)cc2F)c(=O)n(C2CCC(OCC3(O)CCC3)CC2)c2ncnn12. Reaction SMILES: [C:1](=[O:2])([CH3:3])[C:4]1([CH2:8][O:9][CH:10]2[CH2:11][CH2:12][CH:13]([n:16]3[c:17]4[n:18]([c:19]([CH2:39][CH2:40][CH3:41])[c:20]([CH2:23][c:24]5[c:25]([F:38])[cH:26][c:27](-[c:30]6[c:31]([C:36]#[N:37])[cH:32][cH:33][cH:34][cH:35]6)[cH:28][cH:29]5)[c:21]3=[O:22])[n:42][cH:43][n:44]4)[CH2:14][CH2:15]2)[CH2:5][CH2:6][CH2:7]1.[C:61](=[O:62])([O-:63])[OH:64].[CH:73]([Cl:74])([Cl:75])[Cl:76].[F:48][C:49]([F:50])([F:52])[C:53](=[O:51])[O:54][C:55](=[O:56])[C:57]([F:58])([F:59])[F:60].[Na+:65].[Na+:71].[Na+:72].[OH2:45].[OH:46][OH:47].[S:66]([O-:67])([O-:68])(=[O:69])=[S:70]>>[C:4]1([CH2:8][O:9][CH:10]2[CH2:11][CH2:12][CH:13]([n:16]3[c:17]4[n:18]([c:19]([CH2:39][CH2:40][CH3:41])[c:20]([CH2:23][c:24]5[c:25]([F:38])[cH:26][c:27](-[c:30]6[c:31]([C:36]#[N:37])[cH:32][cH:33][cH:34][cH:35]6)[cH:28][cH:29]5)[c:21]3=[O:22])[n:42][cH:43][n:44]4)[CH2:14][CH2:15]2)([OH:51])[CH2:5][CH2:6][CH2:7]1. Starting materials: ClC=1C=C(C=C(C1)Cl)SC1=C(N=C(N1CC1=CC=NC=C1)CO)C(C)C (5-(3,5-Dichlorophenylthio)-4-isoproyl-1-(4-pyridylmethyl)-2-hydroxymethyl-1H-imidazole), N(C(=O)[O-])C(=O)[O-] (iminodicarboxylate), N-4-biphenyloxycarbonyl isocyanate, C1(=CC=CC=C1)C1=CC=C(C=C1)O (4-phenylphenol), C(=NC(=O)Cl)=O (N-chlorocarbonylisocyanate). The product is CC(C)C1=C(N(C(=N1)COC(=O)NC(=O)OC2=CC=C(C=C2)C3=CC=CC=C3)CC4=CC=NC=C4)SC5=CC(=CC(=C5)Cl)Cl (5-(3,5-Dichlorophenylthio)-4-isopropyl-1-(4-pyridylmethyl)-1H-imidazol-2-ylmethyl 4-biphenyl iminodicaboxylate). Yield: 55.0%. As a reaction SMILES: [Cl:1][C:2]1[CH:3]=[C:4]([S:9][C:10]2[N:14]([CH2:15][C:16]3[CH:21]=[CH:20][N:19]=[CH:18][CH:17]=3)[C:13]([CH2:22][OH:23])=[N:12][C:11]=2[CH:24]([CH3:26])[CH3:25])[CH:5]=[C:6]([Cl:8])[CH:7]=1.[NH:27]([C:31]([O-:33])=[O:32])[C:28]([O-:30])=O.[C:34]1([C:40]2[CH:45]=[CH:44][C:43](O)=[CH:42][CH:41]=2)[CH:39]=[CH:38][CH:37]=[CH:36][CH:35]=1.C(=O)=NC(Cl)=O>>[CH3:25][CH:24]([C:11]1[N:12]=[C:13]([CH2:22][O:23][C:28]([NH:27][C:31]([O:33][C:43]2[CH:44]=[CH:45][C:40]([C:34]3[CH:39]=[CH:38][CH:37]=[CH:36][CH:35]=3)=[CH:41][CH:42]=2)=[O:32])=[O:30])[N:14]([CH2:15][C:16]2[CH:21]=[CH:20][N:19]=[CH:18][CH:17]=2)[C:10]=1[S:9][C:4]1[CH:3]=[C:2]([Cl:1])[CH:7]=[C:6]([Cl:8])[CH:5]=1)[CH3:26]. Procedure details: The compound 89 (245 mg, 0.6 mmol) was converted to the iminodicarboxylate with N-4-biphenyloxycarbonyl isocyanate prepared from 4-phenylphenol (187 mg, 1.1 mmol) and N-chlorocarbonylisocyanate (106 mg, 1 mmol) in the same manner as the example 82 to give the compound 103 (215 mg, 55%). Mp 105-107° C. Rf 0.40 (EtOAc). 1H-NMR (CDCl3): δH1.32 (6 H, d, J 6.9 Hz, (CH3)2CH), 3.21 (1 H, sep, J 6.8 Hz, (CH3)2CH), 5.31 (2 H, s, NCH2), 5.33 (2 H, s, OCH2), 6.72 (2 H, d, J 1.5 Hz, arom 2- and 6-H), 6.78 (... Starting materials: CC(C)CCC[C@@H](C)[C@H]1CC[C@H]2[C@@H]3CC[C@H]4CC(CC[C@]4(C)[C@H]3CC[C@]12C)=O (5α-cholestan-3-one), BrBr (bromine), CCOCC (ether), Br (hydrobromic acid). The solvent is C(C)(=O)O (acetic acid), C(C)(=O)O (acetic acid), C(C)(=O)O (acetic acid), C(Cl)Cl (methylene chloride). Run at time 30 minute. The product is Br[C@H]1C(C[C@@H]2CC[C@H]3[C@@H]4CC[C@H]([C@@H](CCCC(C)C)C)[C@]4(CC[C@@H]3[C@]2(C1)C)C)=O (2α-bromo-5α-cholestan-3-one). As a reaction SMILES: [CH3:1][CH:2]([CH2:4][CH2:5][CH2:6][C@H:7]([C@@H:9]1[C@:26]2([CH3:27])[C@H:12]([C@H:13]3[C@H:23]([CH2:24][CH2:25]2)[C@:21]2([CH3:22])[C@H:16]([CH2:17][C:18](=[O:28])[CH2:19][CH2:20]2)[CH2:15][CH2:14]3)[CH2:11][CH2:10]1)[CH3:8])[CH3:3].CCOCC.[BrH:34].BrBr>C(O)(=O)C.C(Cl)Cl>[Br:34][C@@H:19]1[CH2:20][C@@:21]2([CH3:22])[C@@H:16]([CH2:15][CH2:14][C@@H:13]3[C@@H:23]2[CH2:24][CH2:25][C@@:26]2([CH3:27])[C@H:12]3[CH2:11][CH2:10][C@@H:9]2[C@H:7]([CH3:8])[CH2:6][CH2:5][CH2:4][CH:2]([CH3:1])[CH3:3])[CH2:17][C:18]1=[O:28]. Procedure: 50 g. of 5α-cholestan-3-one is dissolved in 750 ml. of acetic acid and 5000 ml. of ether, combined with 1 ml. of hydrobromic acid in acetic acid (37% strength), and gradually added dropwise to a solution of 22 g. of bromine in 50 ml. of acetic acid. The mixture is agitated for another 30 minutes, diluted with methylene chloride, and washed in succession with water, sodium bicarbonate solution, and water. After drying and evaporation, 61.5 g. of crude 2α-bromo-5α-cholestan-3-one is obtained. The reactants are C(C)N1C(=C(C2=CC=CC=C12)C(=O)C=1C(=NC=CN1)C(=O)O)C (3-[(1-ethyl-2-methyl-3-indolyl)carbonyl]-2-pyrazinecarboxylic acid), C1(=CC=CC=C1)NC1=CC=CC=C1 (diphenylamine), C(C)(=O)OC(C)=O (acetic anhydride). The product is C(C)N1C(=C(C2=CC=CC=C12)C1(OC(C=2C1=NC=CN2)=O)N(C2=CC=CC=C2)C2=CC=CC=C2)C (7-(1-ethyl-2-methyl-3-indolyl)-7-(diphenylamino)furo[3,4-b]pyrazine-5(7H)-one). As a reaction SMILES: [CH2:1]([N:3]1[C:11]2[C:6](=[CH:7][CH:8]=[CH:9][CH:10]=2)[C:5]([C:12]([C:14]2[C:15]([C:20](O)=[O:21])=[N:16][CH:17]=[CH:18][N:19]=2)=[O:13])=[C:4]1[CH3:23])[CH3:2].[C:24]1([NH:30][C:31]2[CH:36]=[CH:35][CH:34]=[CH:33][CH:32]=2)[CH:29]=[CH:28][CH:27]=[CH:26][CH:25]=1.C(OC(=O)C)(=O)C>>[CH2:1]([N:3]1[C:11]2[C:6](=[CH:7][CH:8]=[CH:9][CH:10]=2)[C:5]([C:12]2([N:30]([C:31]3[CH:32]=[CH:33][CH:34]=[CH:35][CH:36]=3)[C:24]3[CH:29]=[CH:28][CH:27]=[CH:26][CH:25]=3)[C:14]3=[N:19][CH:18]=[CH:17][N:16]=[C:15]3[C:20](=[O:21])[O:13]2)=[C:4]1[CH3:23])[CH3:2]. Procedure details: A mixture containing 4 g. of 3-[(1-ethyl-2-methyl-3-indolyl)carbonyl]-2-pyrazinecarboxylic acid, 1.7 g. of diphenylamine and 15 ml. of acetic anhydride was stirred 1 hour at room temperature and then 30 minutes with gentle warming. The product, 7-(1-ethyl-2-methyl-3-indolyl)-7-(diphenylamino)furo[3,4-b]pyrazine-5(7H)-one was isolated by column chromatography as a red solid, m.p. 98°-100° C. A toluene solution of this product contacted with acidic clay or phenolic resin developed an orange image. Starting materials: CC(C)(C)C1CCCCC1=O, CC(C)NC(C)C, C1CCOC1, Cc1ccc(S(=O)(=O)Cl)cc1. Yields the product CC(C)(C)C1CCCC(Cl)C1=O. As a reaction SMILES: [C:8]([CH3:9])([CH3:10])([CH3:11])[CH:12]1[C:13](=[O:18])[CH2:14][CH2:15][CH2:16][CH2:17]1.[CH:1]([NH:2][CH:3]([CH3:4])[CH3:5])([CH3:6])[CH3:7].[O:30]1[CH2:31][CH2:32][CH2:33][CH2:34]1.[c:19]1([CH3:20])[cH:21][cH:22][c:23]([S:24](=[O:25])(=[O:26])[Cl:28])[cH:27][cH:29]1>>[C:8]([CH3:9])([CH3:10])([CH3:11])[CH:12]1[C:13](=[O:18])[CH:14]([Cl:28])[CH2:15][CH2:16][CH2:17]1.